This data is from the Open Reaction Database (ORD), a public repository of structured organic reaction records. The task is: describe an organic reaction: reactants, conditions, products, and yield Reactants: CN1N=NN=C1SCCCC(=O)Cl (4-(1-methyltetrazol-5-ylthio)-butyric acid chloride), N1=CC=CC=C1.S (pyridine H2S). Run in C(Cl)(Cl)Cl (chloroform), C(Cl)Cl (methylene chloride), C(Cl)Cl (methylene chloride). Run at time 1 hour. Yields the product CN1N=NN=C1SCCCC(=S)O (4-(1-Methyltetrazol-5-ylthio)-thiobutyric acid). As a reaction SMILES: [CH3:1][N:2]1[C:6]([S:7][CH2:8][CH2:9][CH2:10][C:11](Cl)=[O:12])=[N:5][N:4]=[N:3]1.N1C=CC=CC=1.[SH2:20]>C(Cl)Cl.C(Cl)(Cl)Cl>[CH3:1][N:2]1[C:6]([S:7][CH2:8][CH2:9][CH2:10][C:11]([OH:12])=[S:20])=[N:5][N:4]=[N:3]1 |f:1.2|. Reported procedure: 920 mg of 4-(1-methyltetrazol-5-ylthio)-butyric acid chloride are dissoved in 1.4 ml of absolute methylene chloride and added dropwise at 0° to 5.54 ml of a pyridine/H2S solution in methylene chloride (30 ml of absolute pyridine and 6 g of H2S in 100 ml of methylene chloride). The whole is then stirred for one hour at 0° under a nitrogen atmosphere. The reaction mixture is taken up in chloroform, the aqueous phase is acidified to a pH of 2 using 2N H2SO4 and extraction is carried out twice with ... The reactants are CC(C)=O, CC1(c2nc(CCl)cs2)OCCO1, [K+], [K+], O=[N+]([O-])c1ccn[nH]1, N#N, O=C([O-])[O-], O. Yields the product CC1(c2nc(Cn3ccc([N+](=O)[O-])n3)cs2)OCCO1. Reaction SMILES: [CH3:30][C:31](=[O:32])[CH3:33].[Cl:3][CH2:4][c:5]1[n:6][c:7]([C:10]2([CH3:15])[O:11][CH2:12][CH2:13][O:14]2)[s:8][cH:9]1.[K+:24].[K+:25].[N+:16](=[O:17])([O-:18])[c:19]1[cH:20][cH:21][n:22][nH:23]1.[N:1]#[N:2].[O-:26][C:27]([O-:28])=[O:29].[OH2:34]>>[CH2:4]([c:5]1[n:6][c:7]([C:10]2([CH3:15])[O:11][CH2:12][CH2:13][O:14]2)[s:8][cH:9]1)[n:22]1[cH:21][cH:20][c:19]([N+:16](=[O:17])[O-:18])[n:23]1. Reactants: CN1CCCC1c1ccc(Br)cc1, C[Si](C)(C)[N-][Si](C)(C)C, Cc1ccccc1, ClC(Cl)Cl, [Li+], O=C(C=Cc1ccccc1)C=Cc1ccccc1, O=C(C=Cc1ccccc1)C=Cc1ccccc1, O=C(C=Cc1ccccc1)C=Cc1ccccc1, [Pd], [Pd]. The product is CN1CCCC1c1ccc(N)cc1. Reaction SMILES: [Br:11][c:12]1[cH:13][cH:14][c:15]([CH:18]2[N:19]([CH3:23])[CH2:20][CH2:21][CH2:22]2)[cH:16][cH:17]1.[CH3:2][Si:3]([N-:6][Si:4]([CH3:5])([CH3:7])[CH3:8])([CH3:9])[CH3:10].[CH3:84][c:85]1[cH:86][cH:87][cH:88][cH:89][cH:90]1.[Cl:80][CH:81]([Cl:82])[Cl:83].[Li+:1].[O:26]=[C:27]([CH:28]=[CH:29][c:30]1[cH:31][cH:32][cH:33][cH:34][cH:35]1)[CH:36]=[CH:37][c:38]1[cH:39][cH:40][cH:41][cH:42][cH:43]1.[O:44]=[C:45]([CH:46]=[CH:47][c:48]1[cH:49][cH:50][cH:51][cH:52][cH:53]1)[CH:54]=[CH:55][c:56]1[cH:57][cH:58][cH:59][cH:60][cH:61]1.[O:62]=[C:63]([CH:64]=[CH:65][c:66]1[cH:67][cH:68][cH:69][cH:70][cH:71]1)[CH:72]=[CH:73][c:74]1[cH:75][cH:76][cH:77][cH:78][cH:79]1.[Pd:24].[Pd:25]>>[NH2:6][c:12]1[cH:13][cH:14][c:15]([CH:18]2[N:19]([CH3:23])[CH2:20][CH2:21][CH2:22]2)[cH:16][cH:17]1. Reactants: O=C(n1ccnc1)n1ccnc1, CCCN(CCC)c1cc(C(=O)O)ccn1, ClCCl, C#Cc1cccc(C2(NCC(O)C(N)Cc3cc(F)cc(F)c3)CC2)c1. Yields the product C#Cc1cccc(C2(NCC(O)C(Cc3cc(F)cc(F)c3)NC(=O)c3ccnc(N(CCC)CCC)c3)CC2)c1. Reaction SMILES: [C:17]([n:18]1[cH:19][cH:20][n:21][cH:22]1)([n:23]1[cH:24][cH:25][n:26][cH:27]1)=[O:28].[CH2:1]([CH2:2][CH3:3])[N:4]([c:5]1[cH:6][c:7]([C:8](=[O:9])[OH:10])[cH:11][cH:12][n:13]1)[CH2:14][CH2:15][CH3:16].[Cl:55][CH2:56][Cl:57].[NH2:29][CH:30]([CH:31]([CH2:32][NH:33][C:34]1([c:37]2[cH:38][c:39]([C:43]#[CH:44])[cH:40][cH:41][cH:42]2)[CH2:35][CH2:36]1)[OH:45])[CH2:46][c:47]1[cH:48][c:49]([F:54])[cH:50][c:51]([F:53])[cH:52]1>>[CH2:1]([CH2:2][CH3:3])[N:4]([c:5]1[cH:6][c:7]([C:8](=[O:10])[NH:29][CH:30]([CH:31]([CH2:32][NH:33][C:34]2([c:37]3[cH:38][c:39]([C:43]#[CH:44])[cH:40][cH:41][cH:42]3)[CH2:35][CH2:36]2)[OH:45])[CH2:46][c:47]2[cH:48][c:49]([F:54])[cH:50][c:51]([F:53])[cH:52]2)[cH:11][cH:12][n:13]1)[CH2:14][CH2:15][CH3:16]. Starting materials: CCN=C=S, CC(NO)c1ccc2c(c1)Cc1ccccc1-2. Product: CCNC(=S)N(O)C(C)c1ccc2c(c1)Cc1ccccc1-2. Reaction SMILES: [CH2:18]([CH3:19])[N:20]=[C:21]=[S:22].[OH:1][NH:2][CH:3]([c:4]1[cH:5][c:6]2[c:14]([cH:15][cH:16]1)-[c:13]1[c:8]([cH:9][cH:10][cH:11][cH:12]1)[CH2:7]2)[CH3:17]>>[OH:1][N:2]([CH:3]([c:4]1[cH:5][c:6]2[c:14]([cH:15][cH:16]1)-[c:13]1[c:8]([cH:9][cH:10][cH:11][cH:12]1)[CH2:7]2)[CH3:17])[C:21]([NH:20][CH2:18][CH3:19])=[S:22]. Yields the product Cn1c(=O)c(C(=O)NCC(=O)O)c(O)c2cc(C(=O)O)nnc21. As a reaction SMILES: [C:1]([CH3:2])([CH3:3])([CH3:4])[O:5][C:6]([CH2:7][NH:8][C:9](=[O:10])[c:11]1[c:12]([OH:26])[c:13]2[c:14]([n:15][n:16][c:17]([C:19](=[O:20])[OH:21])[cH:18]2)[n:22]([CH3:25])[c:23]1=[O:24])=[O:27].[Cl:28][c:29]1[n:30][n:31][c:32]2[n:33]([CH3:34])[c:35](=[O:36])[c:37]([C:38]([NH:39][CH2:40][C:41]([O:42][C:43]([CH3:44])([CH3:45])[CH3:46])=[O:47])=[O:48])[c:49]([OH:50])[c:51]2[cH:52]1.[Pd:53]>>[O:5]=[C:6]([CH2:7][NH:8][C:9](=[O:10])[c:11]1[c:12]([OH:26])[c:13]2[c:14]([n:15][n:16][c:17]([C:19](=[O:20])[OH:21])[cH:18]2)[n:22]([CH3:25])[c:23]1=[O:24])[OH:27]. Reactants: Cn1c(=O)c(C(=O)NCC(=O)OC(C)(C)C)c(O)c2cc(C(=O)O)nnc21, Cn1c(=O)c(C(=O)NCC(=O)OC(C)(C)C)c(O)c2cc(Cl)nnc21, [Pd]. Starting materials: CN(C)C=O, [Cl-], COc1c(F)cc(F)cc1CO, [Li+], [Na+], O=C([O-])O, CS(=O)(=O)Cl, Cc1cccc(C)n1. Product: COc1c(F)cc(F)cc1CCl. Reaction SMILES: [CH3:33][N:34]([CH3:35])[CH:36]=[O:37].[Cl-:22].[F:1][c:2]1[c:3]([O:11][CH3:12])[c:4]([CH2:9][OH:10])[cH:5][c:6]([F:8])[cH:7]1.[Li+:21].[Na+:28].[OH:29][C:30](=[O:31])[O-:32].[S:23]([CH3:24])(=[O:25])(=[O:26])[Cl:27].[n:13]1[c:14]([CH3:15])[cH:16][cH:17][cH:18][c:19]1[CH3:20]>>[F:1][c:2]1[c:3]([O:11][CH3:12])[c:4]([CH2:9][Cl:27])[cH:5][c:6]([F:8])[cH:7]1.